Dataset: the Open Reaction Database (ORD), a public repository of structured organic reaction records. Task: describe an organic reaction: reactants, conditions, products, and yield The reactants are CC(C)(C)OC(=O)/N=N/C(=O)OC(C)(C)C (di-tert-butylazodicarboxylate), OC[C@@H]1N(CCC1)C(=O)OC(C)(C)C (tert-butyl (2R)-2-(hydroxymethyl)pyrrolidine-1-carboxylate), C(C(C)(C)C)(=O)OCN1C=NC2=CC(=CC(=C2C1=O)O)OCC1=CC=CC=C1 ([7-(benzyloxy)-5-hydroxy-4-oxoquinazolin-3(4H)-yl]methyl pivalate), C1(=CC=CC=C1)P(C1=CC=CC=C1)C1=CC=CC=C1 (triphenylphosphine). Run in ClCCl (dichloromethane), ClCCl (dichloromethane). Run at temperature 0 celsius, time 2 hour. The product is C(C1=CC=CC=C1)OC1=CC(=C2C(N(C=NC2=C1)COC(C(C)(C)C)=O)=O)OC[C@@H]1N(CCC1)C(=O)OC(C)(C)C (tert-butyl (2R)-2-{[(7-(benzyloxy)-3-{[(2,2-dimethylpropanoyl)oxy]methyl}-4-oxo-3,4-dihydroquinazolin-5-yl)oxy]methyl}pyrrolidine-1-carboxylate). Isolated yield 35.8%. Reaction SMILES: [OH:1][CH2:2][C@H:3]1[CH2:7][CH2:6][CH2:5][N:4]1[C:8]([O:10][C:11]([CH3:14])([CH3:13])[CH3:12])=[O:9].[C:15]([O:21][CH2:22][N:23]1[C:32](=[O:33])[C:31]2[C:26](=[CH:27][C:28]([O:35][CH2:36][C:37]3[CH:42]=[CH:41][CH:40]=[CH:39][CH:38]=3)=[CH:29][C:30]=2O)[N:25]=[CH:24]1)(=[O:20])[C:16]([CH3:19])([CH3:18])[CH3:17].C1(P(C2C=CC=CC=2)C2C=CC=CC=2)C=CC=CC=1.CC(OC(/N=N/C(OC(C)(C)C)=O)=O)(C)C>ClCCl>[CH2:36]([O:35][C:28]1[CH:27]=[C:26]2[C:31]([C:32](=[O:33])[N:23]([CH2:22][O:21][C:15](=[O:20])[C:16]([CH3:17])([CH3:18])[CH3:19])[CH:24]=[N:25]2)=[C:30]([O:1][CH2:2][C@H:3]2[CH2:7][CH2:6][CH2:5][N:4]2[C:8]([O:10][C:11]([CH3:14])([CH3:13])[CH3:12])=[O:9])[CH:29]=1)[C:37]1[CH:42]=[CH:41][CH:40]=[CH:39][CH:38]=1. Procedure: tert-butyl (2R)-2-(hydroxymethyl)pyrrolidine-1-carboxylate (1.70 g, 8.6 mmol) was added to a solution of [7-(benzyloxy)-5-hydroxy-4-oxoquinazolin-3(4H)-yl]methyl pivalate (see WO01/094341, 3.0 g, 7.8 mmol) and PS-triphenylphosphine (1.5 mmol/g, 7.2 g, 4.2 mmol) in dichloromethane (120 ml). The reaction mixture was cooled to 0° C. and then a solution of di-tert-butylazodicarboxylate (2.1 g, 9.3 mmol) in dichloromethane (15 ml) was added dropwise over 30 minutes. The mixture was allowed to warn to... The reactants are N=1C=C(N2C1SC1=C2C=CC=C1)CO (imidazo[2,1-b]benzothiazole-3-methanol). Reagents/catalysts: O=[Mn]=O (MnO2). Solvent: CN(C)C=O (DMF), C1(=CC=CC=C1)C (toluene). Yields the product N=1C=C(N2C1SC1=C2C=CC=C1)C=O (imidazo[2,1-b]benzothiazole-3-carboxaldehyde). Isolated yield 101.0%. Reaction SMILES: [N:1]1[CH:2]=[C:3]([CH2:13][OH:14])[N:4]2[C:8]3[CH:9]=[CH:10][CH:11]=[CH:12][C:7]=3[S:6][C:5]=12>CN(C=O)C.C1(C)C=CC=CC=1.O=[Mn]=O>[N:1]1[CH:2]=[C:3]([CH:13]=[O:14])[N:4]2[C:8]3[CH:9]=[CH:10][CH:11]=[CH:12][C:7]=3[S:6][C:5]=12. Procedure: A solution of imidazo[2,1-b]benzothiazole-3-methanol (Formula J-2) (2.0 g) in DMF (30 mL) and toluene (200 mL) was treated with MnO2 (4.5 g) and the mixture was azeotropically distilled for 4.5 hours. A second change of MnO2 (2.0 g) and distillation for 1 hour completed the conversion. The suspension was filtered, the combined filtrate and ethyl acetate washes of the cake were concentrated, the residue was diluted with water, and filtered to yield imidazo[2,1-b]benzothiazole-3-carboxaldehyde (Fo... Starting materials: FC1=NC=CC=C1C=1C=C(C=CC1)[C@]1(N=C(SCC1)NC(C)=O)C ((S)-N-(4-(3-(2-fluoropyridin-3-yl)phenyl)-4-methyl-5,6-dihydro-4H-1,3-thiazin-2-yl)acetamide), C(=O)([O-])[O-].[K+].[K+] (K2CO3). The solvent is CO (methanol), CO.O (methanol water). Reaction conditions: time 6 hour. The product is FC1=NC=CC=C1C=1C=C(C=CC1)[C@]1(N=C(SCC1)N)C ((S)-4-(3-(2-fluoropyridin-3-yl)phenyl)-4-methyl-5,6-dihydro-4H-1,3-thiazin-2-amine). Yield: 65.0%. RXN SMILES: [F:1][C:2]1[C:7]([C:8]2[CH:9]=[C:10]([C@:14]3([CH3:24])[CH2:19][CH2:18][S:17][C:16]([NH:20]C(=O)C)=[N:15]3)[CH:11]=[CH:12][CH:13]=2)=[CH:6][CH:5]=[CH:4][N:3]=1.C([O-])([O-])=O.[K+].[K+]>CO.CO.O>[F:1][C:2]1[C:7]([C:8]2[CH:9]=[C:10]([C@:14]3([CH3:24])[CH2:19][CH2:18][S:17][C:16]([NH2:20])=[N:15]3)[CH:11]=[CH:12][CH:13]=2)=[CH:6][CH:5]=[CH:4][N:3]=1 |f:1.2.3,5.6|. Procedure: To a solution of (S)-N-(4-(3-(2-fluoropyridin-3-yl)phenyl)-4-methyl-5,6-dihydro-4H-1,3-thiazin-2-yl)acetamide (450 mg, 1.3 mmoles) in methanol (40 mL) is added a solution of K2CO3 (210 mg, 1.5 mmoles) in methanol:water (2:1, 15 mL). The reaction is stirred at room temperature for 6 h. The solvent is removed under reduced pressure and the residue is dissolved in ethyl acetate. The ethyl acetate layer is washed with water and saturated aqueous NaCl, dried over sodium sulfate, filtered and concentr... The reactants are C(C1=CC=CC=C1)N1CCC2(C(N(C(O2)=O)CCC)(C)O)CC1 (8-benzyl-4-hydroxy-4-methyl-2-oxo-3-propyl-1-oxa-3,8-diazaspiro[4,5]decane). Run in C(C)(=O)O (acetic acid), C(C)(=O)OC(C)=O (acetic anhydride). Product: C(C1=CC=CC=C1)N1CCC2(C(N(C(O2)=O)CCC)=C)CC1 (8-benzyl-4-methylene-2-oxo-3-propyl-1-oxa-3,8-diazaspiro[4,5]decane). Isolated yield 86.4%. RXN SMILES: [CH2:1]([N:8]1[CH2:23][CH2:22][C:11]2([O:15][C:14](=[O:16])[N:13]([CH2:17][CH2:18][CH3:19])[C:12]2(O)[CH3:20])[CH2:10][CH2:9]1)[C:2]1[CH:7]=[CH:6][CH:5]=[CH:4][CH:3]=1>C(O)(=O)C.C(OC(=O)C)(=O)C>[CH2:1]([N:8]1[CH2:23][CH2:22][C:11]2([O:15][C:14](=[O:16])[N:13]([CH2:17][CH2:18][CH3:19])[C:12]2=[CH2:20])[CH2:10][CH2:9]1)[C:2]1[CH:3]=[CH:4][CH:5]=[CH:6][CH:7]=1. Procedure: After refluxing a solution containing 9.6 g of 8-benzyl-4-hydroxy-4-methyl-2-oxo-3-propyl-1-oxa-3,8-diazaspiro[4,5]decane in a mixture of 96 ml of acetic acid and 5.7 ml of acetic anhydride under argon for 5 hours the solvent is evaporated under reduced pressure. After adding 5% by weight aqueous sodium hydroxide solution to the residue up to a pH value of 10, the mixture is extracted with benzene and the organic phase is washed to neutral with water. After drying the organic phase over anhydrou... Starting materials: [Al+3], O=C([O-])O, CCS, CCCCCCC1CC(c2ccc(OC)cc2)C(=O)O1, [Cl-], [Cl-], [Cl-], ClCCl, [Na+]. The product is CCCCCCC1CC(c2ccc(O)cc2)C(=O)O1. Reaction SMILES: [Al+3:2].[C:28](=[O:29])([OH:30])[O-:31].[CH2:5]([SH:6])[CH3:7].[CH3:8][O:9][c:10]1[cH:11][cH:12][c:13]([CH:16]2[C:17](=[O:18])[O:19][CH:20]([CH2:22][CH2:23][CH2:24][CH2:25][CH2:26][CH3:27])[CH2:21]2)[cH:14][cH:15]1.[Cl-:1].[Cl-:3].[Cl-:4].[Cl:33][CH2:34][Cl:35].[Na+:32]>>[OH:9][c:10]1[cH:11][cH:12][c:13]([CH:16]2[C:17](=[O:18])[O:19][CH:20]([CH2:22][CH2:23][CH2:24][CH2:25][CH2:26][CH3:27])[CH2:21]2)[cH:14][cH:15]1. Yields the product C(=O)(OC)CCC(C(=O)Cl)C (4-carbomethoxy-2-methylbutanoyl chloride). Procedure: The starting material is prepared as follows: 9.64 g of oxalyl chloride are added to the solution of 6.1 g of 4-carbomethoxy-2-methylbutanoic acid (U.S. Pat. No. 4,052,511) in 50 ml of methylene chloride. The mixture is refluxed for two hours and evaporated, to yield the 4-carbomethoxy-2-methylbutanoyl chloride, which is used as such without further purification. Starting materials: C(C(=O)Cl)(=O)Cl (oxalyl chloride), C(=O)(OC)CCC(C(=O)O)C (4-carbomethoxy-2-methylbutanoic acid). Reaction SMILES: C(Cl)(=O)C([Cl:4])=O.[C:7]([CH2:11][CH2:12][CH:13]([CH3:17])[C:14](O)=[O:15])([O:9][CH3:10])=[O:8]>C(Cl)Cl>[C:7]([CH2:11][CH2:12][CH:13]([CH3:17])[C:14]([Cl:4])=[O:15])([O:9][CH3:10])=[O:8]. The solvent is C(Cl)Cl (methylene chloride). Conditions: time 16 hour. Reactants: [Li] (Lithium), [H-] (hydride), C(CCCCC)N1C(C2C(C2C1)(C1=CC(=CC=C1)C1=NC=CC=C1)C)=O (3-Hexyl-6-methyl-6-[3-(2-pyridinyl)phenyl]-3-azabicyclo[3.1.0]hexan-2-one). Reaction SMILES: [CH2:1]([N:7]1[CH2:12][CH:11]2[CH:9]([C:10]2([CH3:25])[C:13]2[CH:18]=[CH:17][CH:16]=[C:15]([C:19]3[CH:24]=[CH:23][CH:22]=[CH:21][N:20]=3)[CH:14]=2)[C:8]1=O)[CH2:2][CH2:3][CH2:4][CH2:5][CH3:6].[Li].[H-]>O1CCCC1>[CH2:1]([N:7]1[CH2:12][CH:11]2[CH:9]([C:10]2([CH3:25])[C:13]2[CH:18]=[CH:17][CH:16]=[C:15]([C:19]3[CH:24]=[CH:23][CH:22]=[CH:21][N:20]=3)[CH:14]=2)[CH2:8]1)[CH2:2][CH2:3][CH2:4][CH2:5][CH3:6] |^1:26|. Yields the product C(CCCCC)N1CC2C(C2C1)(C1=CC(=CC=C1)C1=NC=CC=C1)C (3-Hexyl-6-methyl-6-[3-(2-pyridyl)phenyl]-3-azabicyclo[3.1.0]hexane). Yield: 43.2%. The solvent is O1CCCC1 (tetrahydrofuran). Procedure: 3-Hexyl-6-methyl-6-[3-(2-pyridinyl)phenyl]-3-azabicyclo[3.1.0]hexan-2-one (Preparation 68, 33 mg, 0.09 mmol) was dissolved in tetrahydrofuran (10 ml) at 0° C. Lithium alumninium hydride (1M in tetrahydrofuran, 0.2 ml, 0.2 mmol) was added under nitrogen and then the reaction mixture was stirred at room temperature for 16 h. The reaction mixture was quenched by adding aqueous sodium hydroxide solution (2N, 0.4 ml), followed by solid sodium hydrogen carbonate and ethyl acetate. The reaction mixture...